This data is from the Open Reaction Database (ORD), a public repository of structured organic reaction records. The task is: describe an organic reaction: reactants, conditions, products, and yield The reactants are CCc1nc2c(cnn2CC)c(NC2CCOCC2)c1CNC(=O)c1cccc(C(=O)NCc2cccc(-c3cccc(CN4CCN(C(=O)OC(C)(C)C)C(C)C4)c3)c2F)c1, C1CCOC1, O=C(O)C(F)(F)F. Product: CCc1nc2c(cnn2CC)c(NC2CCOCC2)c1CNC(=O)c1cccc(C(=O)NCc2cccc(-c3cccc(CN4CCNC(C)C4)c3)c2F)c1. RXN SMILES: [CH2:1]([CH3:2])[n:3]1[n:4][cH:5][c:6]2[c:7]1[n:8][c:9]([CH2:61][CH3:62])[c:10]([CH2:19][NH:20][C:21](=[O:22])[c:23]1[cH:24][c:25]([C:29](=[O:30])[NH:31][CH2:32][c:33]3[c:34]([F:60])[c:35](-[c:39]4[cH:40][c:41]([CH2:45][N:46]5[CH2:47][CH:48]([CH3:59])[N:49]([C:52]([O:53][C:54]([CH3:55])([CH3:56])[CH3:57])=[O:58])[CH2:50][CH2:51]5)[cH:42][cH:43][cH:44]4)[cH:36][cH:37][cH:38]3)[cH:26][cH:27][cH:28]1)[c:11]2[NH:12][CH:13]1[CH2:14][CH2:15][O:16][CH2:17][CH2:18]1.[CH2:70]1[O:71][CH2:72][CH2:73][CH2:74]1.[F:63][C:64]([F:65])([F:66])[C:67]([OH:68])=[O:69]>>[CH2:1]([CH3:2])[n:3]1[n:4][cH:5][c:6]2[c:7]1[n:8][c:9]([CH2:61][CH3:62])[c:10]([CH2:19][NH:20][C:21](=[O:22])[c:23]1[cH:24][c:25]([C:29](=[O:30])[NH:31][CH2:32][c:33]3[c:34]([F:60])[c:35](-[c:39]4[cH:40][c:41]([CH2:45][N:46]5[CH2:47][CH:48]([CH3:59])[NH:49][CH2:50][CH2:51]5)[cH:42][cH:43][cH:44]4)[cH:36][cH:37][cH:38]3)[cH:26][cH:27][cH:28]1)[c:11]2[NH:12][CH:13]1[CH2:14][CH2:15][O:16][CH2:17][CH2:18]1. Starting materials: C(C)OC(CN1N=C(C=C1)NC([C@H](CC(C)C)N1C(C=C(C1)OC1=C(C(=CC=C1)C1CC1)F)=O)=O)=O ((3-{(S)-2-[4-(3-cyclopropyl-2-fluoro-phenoxy)-2-oxo-2,5-dihydro-pyrrol-1-yl]-4-methyl-pentanoylamino}-pyrazol-1-yl)-acetic acid ethyl ester), [OH-].[Li+] (lithium hydroxide). The solvent is O1CCCC1 (tetrahydrofuran). Run at time 3 hour. The product is C1(CC1)C=1C(=C(OC2=CC(N(C2)[C@H](C(=O)NC2=NN(C=C2)CC(=O)O)CC(C)C)=O)C=CC1)F ((3-{(S)-2-[4-(3-cyclopropyl-2-fluoro-phenoxy)-2-oxo-2,5-dihydro-pyrrol-1-yl]-4-methyl-pentanoylamino}-pyrazol-1-yl)-acetic acid). Isolated yield 96.5%. Reaction SMILES: C([O:3][C:4](=[O:36])[CH2:5][N:6]1[CH:10]=[CH:9][C:8]([NH:11][C:12](=[O:35])[C@@H:13]([N:18]2[CH2:22][C:21]([O:23][C:24]3[CH:29]=[CH:28][CH:27]=[C:26]([CH:30]4[CH2:32][CH2:31]4)[C:25]=3[F:33])=[CH:20][C:19]2=[O:34])[CH2:14][CH:15]([CH3:17])[CH3:16])=[N:7]1)C.[OH-].[Li+]>O1CCCC1>[CH:30]1([C:26]2[C:25]([F:33])=[C:24]([CH:29]=[CH:28][CH:27]=2)[O:23][C:21]2[CH2:22][N:18]([C@@H:13]([CH2:14][CH:15]([CH3:16])[CH3:17])[C:12]([NH:11][C:8]3[CH:9]=[CH:10][N:6]([CH2:5][C:4]([OH:36])=[O:3])[N:7]=3)=[O:35])[C:19](=[O:34])[CH:20]=2)[CH2:32][CH2:31]1 |f:1.2|. Procedure: To a solution of (3-{(S)-2-[4-(3-cyclopropyl-2-fluoro-phenoxy)-2-oxo-2,5-dihydro-pyrrol-1-yl]-4-methyl-pentanoylamino}-pyrazol-1-yl)-acetic acid ethyl ester (prepared as in Example 148, 0.130 g, 0.26 mmol) in tetrahydrofuran (5 mL) was added an aqueous lithium hydroxide solution (0.5N, 2 mL). The resulting mixture was stirred at room temperature for 3 h. The solvents were evaporated and the residue neutralized with 1N aqueous hydrochloric acid, extracted with ethyl acetate. The combined organic ...